The task is: describe an organic reaction: reactants, conditions, products, and yield. This data is from the Open Reaction Database (ORD), a public repository of structured organic reaction records. Starting materials: O=C(NCC1CC2CC2N1)c1cccc2occc12, O=C(O)c1ccccc1-c1ccccc1F. The product is O=C(NCC1CC2CC2N1C(=O)c1ccccc1-c1ccccc1F)c1cccc2occc12. Reaction SMILES: [CH:1]12[NH:2][CH:3]([CH2:7][NH:8][C:9](=[O:10])[c:11]3[cH:12][cH:13][cH:14][c:15]4[c:16]3[cH:17][cH:18][o:19]4)[CH2:4][CH:5]1[CH2:6]2.[F:20][c:21]1[c:22](-[c:27]2[c:28]([C:33](=[O:34])[OH:35])[cH:29][cH:30][cH:31][cH:32]2)[cH:23][cH:24][cH:25][cH:26]1>>[CH:1]12[N:2]([C:33]([c:28]3[c:27](-[c:22]4[c:21]([F:20])[cH:26][cH:25][cH:24][cH:23]4)[cH:32][cH:31][cH:30][cH:29]3)=[O:34])[CH:3]([CH2:7][NH:8][C:9](=[O:10])[c:11]3[cH:12][cH:13][cH:14][c:15]4[c:16]3[cH:17][cH:18][o:19]4)[CH2:4][CH:5]1[CH2:6]2.